From a dataset of the Open Reaction Database (ORD), a public repository of structured organic reaction records. describe an organic reaction: reactants, conditions, products, and yield Reactants: Br, Br, ClC(Cl)(Cl)Cl, CC(=O)O, CCOC(=O)C(=NOC)C(C)=O. Product: CCOC(=O)C(=NOC)C(=O)CBr. As a reaction SMILES: [Br:1].[BrH:14].[C:15]([Cl:16])([Cl:17])([Cl:18])[Cl:19].[CH3:20][C:21](=[O:22])[OH:23].[CH3:2][O:3][N:4]=[C:5]([C:6](=[O:7])[O:8][CH2:9][CH3:10])[C:11](=[O:12])[CH3:13]>>[CH3:2][O:3][N:4]=[C:5]([C:6](=[O:7])[O:8][CH2:9][CH3:10])[C:11](=[O:12])[CH2:13][Br:14].